describe an organic reaction: reactants, conditions, products, and yield From a dataset of the Open Reaction Database (ORD), a public repository of structured organic reaction records. The reactants are Cc1nc(N2CCN(S(=O)(=O)c3ccc(C(F)(F)F)cc3)C(C(=O)NCc3ccc(C(C)C)cc3)C2)sc1C(=O)O, N, C1CCOC1. The product is Cc1nc(N2CCN(S(=O)(=O)c3ccc(C(F)(F)F)cc3)C(C(=O)NCc3ccc(C(C)C)cc3)C2)sc1C(N)=O. Reaction SMILES: [CH:1]([CH3:2])([CH3:3])[c:4]1[cH:5][cH:6][c:7]([CH2:8][NH:9][C:10](=[O:11])[CH:12]2[CH2:13][N:14]([c:31]3[s:32][c:33]([C:37](=[O:38])[OH:39])[c:34]([CH3:36])[n:35]3)[CH2:15][CH2:16][N:17]2[S:18](=[O:19])(=[O:20])[c:21]2[cH:22][cH:23][c:24]([C:27]([F:28])([F:29])[F:30])[cH:25][cH:26]2)[cH:40][cH:41]1.[NH3:42].[O:43]1[CH2:44][CH2:45][CH2:46][CH2:47]1>>[CH:1]([CH3:2])([CH3:3])[c:4]1[cH:5][cH:6][c:7]([CH2:8][NH:9][C:10](=[O:11])[CH:12]2[CH2:13][N:14]([c:31]3[s:32][c:33]([C:37](=[O:38])[NH2:42])[c:34]([CH3:36])[n:35]3)[CH2:15][CH2:16][N:17]2[S:18](=[O:19])(=[O:20])[c:21]2[cH:22][cH:23][c:24]([C:27]([F:28])([F:29])[F:30])[cH:25][cH:26]2)[cH:40][cH:41]1. The reactants are [Sn](Cl)Cl (tin(II) chloride), N12C[C@@H](C(CC1)CC2)NC(=O)C=2OC1=C(C2)C=CC=C1[N+](=O)[O-] (N-[(3R)-1-azabicyclo[2.2.2]oct-3-yl]-7-nitro-1-benzofuran-2-carboxamide). The solvent is CN(C)C=O (DMF). Reaction conditions: time 8 hour. Yields the product N12C[C@@H](C(CC1)CC2)NC(=O)C=2OC1=C(C2)C=CC=C1N (N-[(3R)-1-Azabicyclo[2.2.2]oct-3-yl]-7-amino-1-benzofuran-2-carboxamide). Reaction SMILES: [Sn](Cl)Cl.[N:4]12[CH2:11][CH2:10][CH:7]([CH2:8][CH2:9]1)[C@@H:6]([NH:12][C:13]([C:15]1[O:16][C:17]3[C:23]([N+:24]([O-])=O)=[CH:22][CH:21]=[CH:20][C:18]=3[CH:19]=1)=[O:14])[CH2:5]2>CN(C=O)C>[N:4]12[CH2:9][CH2:8][CH:7]([CH2:10][CH2:11]1)[C@@H:6]([NH:12][C:13]([C:15]1[O:16][C:17]3[C:23]([NH2:24])=[CH:22][CH:21]=[CH:20][C:18]=3[CH:19]=1)=[O:14])[CH2:5]2. Procedure details: 6.0 ml (12 mmol) of a 2 M tin(II) chloride solution in DMF are added to N-[(3R)-1-azabicyclo[2.2.2]oct-3-yl]-7-nitro-1-benzofuran-2-carboxamide (1340 mg, 4.25 mmol). The mixture is stirred overnight. The solvent is removed under reduced pressure using a rotary evaporator. The crude product is taken up in methanol and, together with acidic ion exchange resin (Dowex WX2-200), shaken for about 1 h. The loaded ion exchanger is washed with methanol, then with water, again with methanol, with DMF, aga... As a reaction SMILES: Br[C:2]1[CH:3]=[C:4]([NH:10][C:11]2[CH:16]=[CH:15][C:14]([CH:17]3[CH2:20][N:19]([CH2:21][CH3:22])[CH2:18]3)=[CH:13][N:12]=2)[C:5](=[O:9])[N:6]([CH3:8])[CH:7]=1.[C:23]([O:26][CH2:27][C:28]1[C:33](B2OC(C)(C)C(C)(C)O2)=[CH:32][C:31]([F:43])=[CH:30][C:29]=1[N:44]1[CH2:55][CH2:54][C:53]2[C:52]3[CH2:51][C:50]([CH3:57])([CH3:56])[CH2:49][C:48]=3[S:47][C:46]=2[C:45]1=[O:58])(=[O:25])[CH3:24]>>[C:23]([O:26][CH2:27][C:28]1[C:33]([C:2]2[CH:3]=[C:4]([NH:10][C:11]3[CH:16]=[CH:15][C:14]([CH:17]4[CH2:20][N:19]([CH2:21][CH3:22])[CH2:18]4)=[CH:13][N:12]=3)[C:5](=[O:9])[N:6]([CH3:8])[CH:7]=2)=[CH:32][C:31]([F:43])=[CH:30][C:29]=1[N:44]1[CH2:55][CH2:54][C:53]2[C:52]3[CH2:51][C:50]([CH3:57])([CH3:56])[CH2:49][C:48]=3[S:47][C:46]=2[C:45]1=[O:58])(=[O:25])[CH3:24]. Reported procedure: Following Example 136a, starting with 5-bromo-3-(5-(1-ethylazetidin-3-yl)pyridin-2-ylamino)-1-methylpyridin-2(1H)-one 250a and (2-{4,4-dimethyl-9-oxo-7-thia-10-azatricyclo[6.4.0.02,6]dodeca-1(8),2(6)-dien-10-yl}-4-fluoro-6-(4,4,5,5-tetramethyl-1,3,2-dioxaborolan-2-yl)phenyl)methyl acetate 247b, compound 257a was obtained in 37% yield. The product is C(C)(=O)OCC1=C(C=C(C=C1C1=CN(C(C(=C1)NC1=NC=C(C=C1)C1CN(C1)CC)=O)C)F)N1C(C=2SC=3CC(CC3C2CC1)(C)C)=O ((2-{4,4-Dimethyl-9-oxo-7-thia-10-azatricyclo[6.4.0.02,6]dodeca-1(8),2(6)-dien-10-yl}-6-(5-{[5-(1-ethylazetidin-3-yl)pyridin-2-yl]amino}-1-methyl-6-oxo-1,6-dihydropyridin-3-yl)-4-fluorophenyl)methyl Acetate). Starting materials: BrC=1C=C(C(N(C1)C)=O)NC1=NC=C(C=C1)C1CN(C1)CC (5-Bromo-3-(5-(1-ethylazetidin-3-yl)pyridin-2-ylamino)-1-methylpyridin-2(1H)-one), C(C)(=O)OCC1=C(C=C(C=C1B1OC(C(O1)(C)C)(C)C)F)N1C(C=2SC=3CC(CC3C2CC1)(C)C)=O ((2-{4,4-Dimethyl-9-oxo-7-thia-10-azatricyclo[6.4.0.02,6]dodeca-1(8),2(6)-dien-10-yl}-4-fluoro-6-(tetramethyl-1,3,2-dioxaborolan-2-yl)phenyl)methyl Acetate). The yield is 37.0%.